From a dataset of the Open Reaction Database (ORD), a public repository of structured organic reaction records. describe an organic reaction: reactants, conditions, products, and yield Product: ClC1=CC=C(C=C1)S(=O)(=O)NC(C(=O)NCCCCCC(=O)OC)CN1C=NC=C1 ((RS)-2-(4-chlorobenzenesulfonylamino)-N-(5-methoxycarbonylpentyl)-3-(1H-imidazol-1-yl)propanamide). As a reaction SMILES: [Cl:1][C:2]1[CH:7]=[CH:6][C:5]([S:8]([NH:11][CH:12]([CH2:25]OS(C)(=O)=O)[C:13]([NH:15][CH2:16][CH2:17][CH2:18][CH2:19][CH2:20][C:21]([O:23][CH3:24])=[O:22])=[O:14])(=[O:10])=[O:9])=[CH:4][CH:3]=1.[NH:31]1[CH:35]=[CH:34][N:33]=[CH:32]1>>[Cl:1][C:2]1[CH:3]=[CH:4][C:5]([S:8]([NH:11][CH:12]([CH2:25][N:31]2[CH:35]=[CH:34][N:33]=[CH:32]2)[C:13]([NH:15][CH2:16][CH2:17][CH2:18][CH2:19][CH2:20][C:21]([O:23][CH3:24])=[O:22])=[O:14])(=[O:9])=[O:10])=[CH:6][CH:7]=1. Procedure details: The procedure described in Example 79 was repeated, except that (RS)-2-(4-chlorobenzenesulfonylamino)-3-methanesulfonyloxy-N-(5-methoxycarbonylpentyl)propanamide (150.3 mg) was reacted with imidazole to obtain the desired (RS)-2-(4-chlorobenzenesulfonylamino)-N-(5-methoxycarbonylpentyl)-3-(1H-imidazol-1-yl)propanamide (46.8 mg) together with a less polar by-product. The by-product was not investigated further. Starting materials: ClC1=CC=C(C=C1)S(=O)(=O)NC(C(=O)NCCCCCC(=O)OC)COS(=O)(=O)C ((RS)-2-(4-chlorobenzenesulfonylamino)-3-methanesulfonyloxy-N-(5-methoxycarbonylpentyl)propanamide), N1C=NC=C1 (imidazole). Starting materials: SCC(=O)O (mercaptoacetic acid), N(=NC(=O)OCC)C(=O)OCC (diethyl azodicarboxylate), O[C@@H]1C[C@@H](N(C1)C(=O)OCC1=CC=C(C=C1)[N+](=O)[O-])C(=O)N1CCN(CC1)CCOC(=O)OCC1=CC=C(C=C1)[N+](=O)[O-] ((2R,4R)-4-hydroxy-2-{4-[2-(4-nitrobenzyloxycarbonyl)oxyethyl]-1-piperazinylcarbonyl}-1-(4-nitrobenzyloxycarbonyl)pyrrolidine), C1(=CC=CC=C1)P(C1=CC=CC=C1)C1=CC=CC=C1 (triphenylphosphine). The solvent is O1CCCC1 (tetrahydrofuran), O1CCCC1 (tetrahydrofuran), O1CCCC1 (tetrahydrofuran). Conditions: time 10 minute. The product is C(C)(=O)S[C@H]1C[C@@H](N(C1)C(=O)OCC1=CC=C(C=C1)[N+](=O)[O-])C(=O)N1CCN(CC1)CCOC(=O)OCC1=CC=C(C=C1)[N+](=O)[O-] ((2R,4S)-4-acetylthio-2-{4-[2-(4-nitrobenzyloxycarbonyl)oxyethyl]-1-piperazinylcarbonyl}-1-(4-nitrobenzyloxycarbonyl)pyrrolidine). The yield is 52.4%. Reaction SMILES: N(C(OCC)=O)=NC([O:5][CH2:6][CH3:7])=O.O[C@H:14]1[CH2:18][N:17]([C:19]([O:21][CH2:22][C:23]2[CH:28]=[CH:27][C:26]([N+:29]([O-:31])=[O:30])=[CH:25][CH:24]=2)=[O:20])[C@@H:16]([C:32]([N:34]2[CH2:39][CH2:38][N:37]([CH2:40][CH2:41][O:42][C:43]([O:45][CH2:46][C:47]3[CH:52]=[CH:51][C:50]([N+:53]([O-:55])=[O:54])=[CH:49][CH:48]=3)=[O:44])[CH2:36][CH2:35]2)=[O:33])[CH2:15]1.C1(P(C2C=CC=CC=2)C2C=CC=CC=2)C=CC=CC=1.[SH:75]CC(O)=O>O1CCCC1>[C:6]([S:75][C@@H:14]1[CH2:18][N:17]([C:19]([O:21][CH2:22][C:23]2[CH:28]=[CH:27][C:26]([N+:29]([O-:31])=[O:30])=[CH:25][CH:24]=2)=[O:20])[C@@H:16]([C:32]([N:34]2[CH2:39][CH2:38][N:37]([CH2:40][CH2:41][O:42][C:43]([O:45][CH2:46][C:47]3[CH:48]=[CH:49][C:50]([N+:53]([O-:55])=[O:54])=[CH:51][CH:52]=3)=[O:44])[CH2:36][CH2:35]2)=[O:33])[CH2:15]1)(=[O:5])[CH3:7]. Procedure: A solution of 0.73 g of diethyl azodicarboxylate in 2 ml of tetrahydrofuran was added dropwise, whilst ice-cooling, to a solution of 2.1 g of (2R,4R)-4-hydroxy-2-{4-[2-(4-nitrobenzyloxycarbonyl)oxyethyl]-1-piperazinylcarbonyl}-1-(4-nitrobenzyloxycarbonyl)pyrrolidine [prepared as described in step (i) above] and 1.1 g of triphenylphosphine in 14 ml of tetrahydrofuran, and the resulting mixture was stirred at the same temperature for 10 minutes. A solution of 0.32 g of mercaptoacetic acid in 2 ml ...